From a dataset of the Open Reaction Database (ORD), a public repository of structured organic reaction records. describe an organic reaction: reactants, conditions, products, and yield The reactants are NC(CCCCC(=O)OC)C1=C(C=CC=C1OC)OC (methyl 6-amino-6-(2,6-dimethoxyphenyl)hexanoate), N1(N=CC=C1)C=1C=C(C=O)C=CN1 (2-(1H-pyrazol-1-yl)isonicotinaldehyde). Product: N1(N=CC=C1)C1=NC=CC(=C1)CN1C(CCCCC1C1=C(C=CC=C1OC)OC)=O (1-((2-(1H-pyrazol-1-yl)pyridin-4-yl)methyl)-7-(2,6-dimethoxyphenyl)azepan-2-one). Reaction SMILES: [NH2:1][CH:2]([C:11]1[C:16]([O:17][CH3:18])=[CH:15][CH:14]=[CH:13][C:12]=1[O:19][CH3:20])[CH2:3][CH2:4][CH2:5][CH2:6][C:7]([O:9]C)=O.[N:21]1([C:26]2[CH:27]=[C:28]([CH:31]=[CH:32][N:33]=2)[CH:29]=O)[CH:25]=[CH:24][CH:23]=[N:22]1>>[N:21]1([C:26]2[CH:27]=[C:28]([CH2:29][N:1]3[CH:2]([C:11]4[C:16]([O:17][CH3:18])=[CH:15][CH:14]=[CH:13][C:12]=4[O:19][CH3:20])[CH2:3][CH2:4][CH2:5][CH2:6][C:7]3=[O:9])[CH:31]=[CH:32][N:33]=2)[CH:25]=[CH:24][CH:23]=[N:22]1. Reported procedure: Prepared according to the described general procedure 1 (GP1) by reaction of methyl 6-amino-6-(2,6-dimethoxyphenyl)hexanoate with 2-(1H-pyrazol-1-yl)isonicotinaldehyde. Subsequent purification by preparative HPLC afforded the target compound. LC-MS (conditions A): tR=0.83 min.; [M+H]+: 407.11 g/mol. The reactants are ClC1=C2C(=NC=C1F)OC(=C2C2=CC=CC=C2)C2=CC=C(OCCN(C)C)C=C2 ((2-[4-(4-Chloro-5-fluoro-3-phenyl-furo[2,3-b]pyridin-2-yl)-phenoxy]ethyl)dimehtylamine), O1[C@@H](CCC1)NC ((S)-(tetrahydrofuran-2-yl)-methylamine), C=1C=CC(=CC1)P(C=2C=CC=CC2)C3=CC=C4C=CC=CC4=C3C5=C6C=CC=CC6=CC=C5P(C=7C=CC=CC7)C=8C=CC=CC8 (BINAP), C(=O)([O-])[O-].[K+].[K+] (K2CO3), C(C)(C)N1P2N(CCN(CC1)CCN2C(C)C)C(C)C (2,8,9-triisopropyl-2,5,8,9-tetraaza-1-phosphabicyclo[3,3,3]undecane). Reagents/catalysts: CC(=O)[O-].CC(=O)[O-].[Pd+2] (Pd(OAc)2). Run in C1(=CC=CC=C1)C (toluene). Conditions: temperature 100 celsius, time 3.5 hour. Yields the product CN(CCOC1=CC=C(C=C1)C1=C(C=2C(=NC=C(C2NC[C@H]2OCCC2)F)O1)C1=CC=CC=C1)C ((S)-{2-[4-(2-Dimethylaminoethoxy)-phenyl]-5-fluoro-3-phenyl-furo[2,3-b]pyridin-4-yl}-[tetrahydrofuran-2-ylmethyl]-amine). RXN SMILES: Cl[C:2]1[C:7]([F:8])=[CH:6][N:5]=[C:4]2[O:9][C:10]([C:18]3[CH:29]=[CH:28][C:21]([O:22][CH2:23][CH2:24][N:25]([CH3:27])[CH3:26])=[CH:20][CH:19]=3)=[C:11]([C:12]3[CH:17]=[CH:16][CH:15]=[CH:14][CH:13]=3)[C:3]=12.[O:30]1[CH2:34][CH2:33][CH2:32][C@H:31]1NC.C1C=CC(P(C2C(C3C(P(C4C=CC=CC=4)C4C=CC=CC=4)=CC=C4C=3C=CC=C4)=C3C(C=CC=C3)=CC=2)C2C=CC=CC=2)=CC=1.C([O-])([O-])=O.[K+].[K+].[CH:89]([N:92]1CCN2CCN(C(C)C)P1N(C(C)C)CC2)(C)C>C1(C)C=CC=CC=1.CC([O-])=O.CC([O-])=O.[Pd+2]>[CH3:26][N:25]([CH3:27])[CH2:24][CH2:23][O:22][C:21]1[CH:28]=[CH:29][C:18]([C:10]2[O:9][C:4]3=[N:5][CH:6]=[C:7]([F:8])[C:2]([NH:92][CH2:89][C@@H:31]4[CH2:32][CH2:33][CH2:34][O:30]4)=[C:3]3[C:11]=2[C:12]2[CH:17]=[CH:16][CH:15]=[CH:14][CH:13]=2)=[CH:19][CH:20]=1 |f:3.4.5,8.9.10|. Procedure: The mixture of (2-[4-(4-chloro-5-fluoro-3-phenyl-furo[2,3-b]pyridin-2-yl)-phenoxy]-ethyl)-dimehtylamine (7) (10.0 mg, 0.024 mmol), (S)-(tetrahydrofuran-2-yl)-methylamine (5.0 mg, 0.048 mmol), Pd(OAc)2 (1.0 mg, 0.003 mmol), BINAP (2.0 mg, 0.003 mmol), K2CO3 (3.3 mg, 0.024 mmol) and Vercada Base, 2,8,9-triisopropyl-2,5,8,9-tetraaza-1-phosphabicyclo[3,3,3]undecane (cat) in toluene (0.8 mL) was degassed three times and heated to 100° C. with stirring under N2 for 3.5 h. The solvent was removed and t...